This data is from the Open Reaction Database (ORD), a public repository of structured organic reaction records. The task is: describe an organic reaction: reactants, conditions, products, and yield Reactants: C, CN1CCC(COCc2ccccc2)C1=O, CO, [Pd]. The product is CN1CCC(CO)C1=O. RXN SMILES: [C:19].[CH2:1]([c:2]1[cH:3][cH:4][cH:5][cH:6][cH:7]1)[O:8][CH2:9][CH:10]1[C:11](=[O:16])[N:12]([CH3:15])[CH2:13][CH2:14]1.[CH3:17][OH:18].[Pd:20]>>[OH:8][CH2:9][CH:10]1[C:11](=[O:16])[N:12]([CH3:15])[CH2:13][CH2:14]1. The reactants are diacid chloride, C(C1=CC=C(C(=O)O)C=C1)(=O)O (terephthalic acid), diacid chloride, 10.57, C(=O)(Cl)Cl (phosgene), ClCCCl (1,2-dichloroethane). The solvent is N1=CC=CC=C1 (pyridine), N1=CC=CC=C1 (pyridine). Product: C(C1=CC=C(C(=O)OC)C=C1)(=O)OC (dimethyl terephthalate), C(C1=CC=C(C(=O)Cl)C=C1)(=O)Cl (terephthaloyl chloride). As a reaction SMILES: [C:1]([OH:12])(=[O:11])[C:2]1[CH:10]=[CH:9][C:5]([C:6]([OH:8])=O)=[CH:4][CH:3]=1.[C:13]([Cl:16])(Cl)=[O:14].[Cl:17][CH2:18]CCl>N1C=CC=CC=1>[C:6]([O:14][CH3:13])(=[O:8])[C:5]1[CH:4]=[CH:3][C:2]([C:1]([O:12][CH3:18])=[O:11])=[CH:10][CH:9]=1.[C:13]([Cl:16])(=[O:14])[C:5]1[CH:9]=[CH:10][C:2]([C:1]([Cl:17])=[O:12])=[CH:3][CH:4]=1. Procedure details: Following the general procedure of Example 1 for the preparation of the diacid chloride, 10.31 parts of terephthalic acid were added to a mixture of 10.57 parts pyridine and 14.5 parts phosgene in 200 parts dry 1,2-dichloroethane at 25° to 30° C. The ratio of equivalents of pyridine base/COOH acid group was 1.08. After carrying out the reaction and esterifying the resulting diacid chloride by the procedure described in Example 1, a 95% yield of theory of dimethyl terephthalate was obtained corre... Reactants: FC(C(=O)O)(F)F (trifluoroacetic acid), O1C(=NC=C1)[C@@H](C)NC(=O)C1=CN(C2=NC=C(N=C21)C2=NN(C1=CC(=CC=C21)F)C)COCC[Si](C)(C)C (2-(6-fluoro-1-methyl-1H-indazol-3-yl)-5-(2-trimethylsilanylethoxymethyl)-5H-pyrrolo[2,3-b]pyrazine-7-carboxylic acid ((R)-1-oxazol-2-yl-ethyl)-amide), C(CN)N (ethylenediamine). Solvent: ClCCl (dichloromethane). Conditions: time 2.5 hour. Product: O1C(=NC=C1)[C@@H](C)NC(=O)C1=CNC2=NC=C(N=C21)C2=NN(C1=CC(=CC=C21)F)C (2-(6-fluoro-1-methyl-1H-indazol-3-yl)-5H-pyrrolo[2,3-b]pyrazine-7-carboxylic acid ((R)-1-oxazol-2-yl-ethyl)-amide). Isolated yield 40.5%. RXN SMILES: [O:1]1[CH:5]=[CH:4][N:3]=[C:2]1[C@H:6]([NH:8][C:9]([C:11]1[C:19]2[C:14](=[N:15][CH:16]=[C:17]([C:20]3[C:28]4[C:23](=[CH:24][C:25]([F:29])=[CH:26][CH:27]=4)[N:22]([CH3:30])[N:21]=3)[N:18]=2)[N:13](COCC[Si](C)(C)C)[CH:12]=1)=[O:10])[CH3:7].FC(F)(F)C(O)=O.C(N)CN>ClCCl>[O:1]1[CH:5]=[CH:4][N:3]=[C:2]1[C@H:6]([NH:8][C:9]([C:11]1[C:19]2[C:14](=[N:15][CH:16]=[C:17]([C:20]3[C:28]4[C:23](=[CH:24][C:25]([F:29])=[CH:26][CH:27]=4)[N:22]([CH3:30])[N:21]=3)[N:18]=2)[NH:13][CH:12]=1)=[O:10])[CH3:7]. Procedure: In a round-bottomed flask, 2-(6-fluoro-1-methyl-1H-indazol-3-yl)-5-(2-trimethylsilanylethoxymethyl)-5H-pyrrolo[2,3-b]pyrazine-7-carboxylic acid ((R)-1-oxazol-2-yl-ethyl)-amide (75 mg, 0.14 mmol) was dissolved in dichloromethane (0.7 ml) and trifluoroacetic acid (0.45 ml, 5.6 mmol) was added. The reaction mixture was stirred at room temperature for 2.5 h then concentrated. The residue was dissolved in dichloromethane (0.7 ml) and ethylenediamine (0.6 ml, 8.4 mmol) was added. The yellow solution w... Reactants: ClCCN1CCOCC1 (N-(2-chloroethyl)morpholine), [NH4+].[OH-] (NH4OH), C1(=CC=CC=C1)N1C(CNCC1)C (1-phenyl-2-methylpiperazine), trihydrochloride. Run in CO (MeOH), CO (methanol). The product is C1(=CC=CC=C1)N1C(CN(CC1)CCN1CCOCC1)C (1-phenyl-4-(2-morpholinoethyl)-2-methylpiperazine). As a reaction SMILES: Cl[CH2:2][CH2:3][N:4]1[CH2:9][CH2:8][O:7][CH2:6][CH2:5]1.[C:10]1([N:16]2[CH2:21][CH2:20][NH:19][CH2:18][CH:17]2[CH3:22])[CH:15]=[CH:14][CH:13]=[CH:12][CH:11]=1.[NH4+].[OH-]>CO>[C:10]1([N:16]2[CH2:21][CH2:20][N:19]([CH2:2][CH2:3][N:4]3[CH2:9][CH2:8][O:7][CH2:6][CH2:5]3)[CH2:18][CH:17]2[CH3:22])[CH:11]=[CH:12][CH:13]=[CH:14][CH:15]=1 |f:2.3|. Procedure details: In the same manner as described in Example 1, N-(2-chloroethyl)morpholine is reacted with 1-phenyl-2-methylpiperazine. The trihydrochloride has a melting point 288°-290° (from methanol); Rf=0.63 (MeOH-conc. NH4OH 97:3); IR (nujol) νmax: 2420, 1500, 1405, 1265, 1060, 770, 695 cm-1 ; 1H-NMR (D2O; (CH3)3Si(CD2)2COONa): 1.05 (d, J=6 Hz; 3H; 2.70-4.20 (m; 19H); 7.47 (s; 5H). Starting materials: [OH-].[Na+] (sodium hydroxide), COC(=O)C=1N=C2N(C(C1O[Si](C)(C)C(C)(C)C)=O)C=C(C=C2)CC2=C(C(=CC=C2)Cl)F (3-(tert-Butyl-dimethyl-silanyloxy)-7-(3-chloro-2-fluoro-benzyl)-4-oxo-4H-pyrido[1,2-a]pyrimidine-2-carboxylic acid methyl ester), Cl (hydrochloric acid). The solvent is CO (methanol). Reaction conditions: temperature 50 celsius, time 24 hour. Yields the product ClC=1C(=C(CC=2C=CC=3N(C(C(=C(N3)C(=O)O)O)=O)C2)C=CC1)F (7-(3-Chloro-2-fluoro-benzyl)-3-hydroxy-4-oxo-4H-pyrido[1,2-a]pyrimidine-2-carboxylic acid). Isolated yield 81.0%. RXN SMILES: [OH-].[Na+].C[O:4][C:5]([C:7]1[N:8]=[C:9]2[CH:25]=[CH:24][C:23]([CH2:26][C:27]3[CH:32]=[CH:31][CH:30]=[C:29]([Cl:33])[C:28]=3[F:34])=[CH:22][N:10]2[C:11](=[O:21])[C:12]=1[O:13][Si](C(C)(C)C)(C)C)=[O:6].Cl>CO>[Cl:33][C:29]1[C:28]([F:34])=[C:27]([CH:32]=[CH:31][CH:30]=1)[CH2:26][C:23]1[CH:24]=[CH:25][C:9]2[N:10]([CH:22]=1)[C:11](=[O:21])[C:12]([OH:13])=[C:7]([C:5]([OH:6])=[O:4])[N:8]=2 |f:0.1|. Procedure: Aqueous sodium hydroxide (0.5 M, 1.1 mL) was added to a stirred solution of the product from Example 23.2 (22 mg, 0.046 mmol) in methanol (5 mL). The mixture was stirred at 50° C. for 24 h. Then aqueous hydrochloric acid (1.0 M) was added dropwise to adjust pH to 3˜4. The methanol was evaporated under reduced pressure and the resulting solid was collected by filtration and dried in vacuo to afford the desired compound as a brown solid (13 mg, 81%). Reactants: OC(C[C@@H]1N(C(OC1)(C)C)C(=O)OC(C)(C)C)(C)C ((S)-tert-butyl 4-(2-hydroxy-2-methylpropyl)-2,2-dimethyl-oxazolidine-3-carboxylate), [H-].[Na+] (NaH), IC (iodomethane). The solvent is C1CCOC1 (THF). The product is COC(C[C@@H]1N(C(OC1)(C)C)C(=O)OC(C)(C)C)(C)C ((S)-tert-butyl 4-(2-methoxy-2-methylpropyl)-2,2-dimethyloxazolidine-3-carboxylate). Yield: 122.8%. RXN SMILES: [OH:1][C:2]([CH3:19])([CH3:18])[CH2:3][C@H:4]1[CH2:8][O:7][C:6]([CH3:10])([CH3:9])[N:5]1[C:11]([O:13][C:14]([CH3:17])([CH3:16])[CH3:15])=[O:12].[H-].[Na+].I[CH3:23]>C1COCC1>[CH3:23][O:1][C:2]([CH3:19])([CH3:18])[CH2:3][C@H:4]1[CH2:8][O:7][C:6]([CH3:10])([CH3:9])[N:5]1[C:11]([O:13][C:14]([CH3:17])([CH3:16])[CH3:15])=[O:12] |f:1.2|. Procedure details: To a stirred solution of (S)-tert-butyl 4-(2-hydroxy-2-methylpropyl)-2,2-dimethyl-oxazolidine-3-carboxylate (0.93 g, 3.4 mmol) in anhydrous THF (8 mL), there was added NaH (60 wt % in mineral oil, 0.41 g, 10.2 mmol) followed by iodomethane (1.46 g, 10.2 mmol). The resulting mixture was stirred at rt until no starting material remained (˜5 h). The reaction was quenched by slow addition of water, the organic layer was separated, and aqueous layer was extracted with ether (2×5 mL). The combined org... The reactants are C(C)C=1C(NC(NC1OC1=CC(=CC(=C1)C)C)=O)=O (5-Ethyl-6-(3,5-dimethylphenoxy)-2,4-pyrimidinedione), [Si](C)(C)(C(C)(C)C)OCC1CC=C(C1)CBr ((4-t-butyldimethylsilyloxymethylcyclopent-1-en-1-yl)methyl bromide). Yields the product OCC1CC=C(C1)CN1C(NC(C(=C1OC1=CC(=CC(=C1)C)C)CC)=O)=O (1-[(4-Hydroxymethylcyclopent-1-en-1-yl)methyl]-5-ethyl-6-(3,5-dimethyl-phenoxy)-2,4-pyrimidinedione). Yield: 21.3%. RXN SMILES: [CH2:1]([C:3]1[C:4](=[O:19])[NH:5][C:6](=[O:18])[NH:7][C:8]=1[O:9][C:10]1[CH:15]=[C:14]([CH3:16])[CH:13]=[C:12]([CH3:17])[CH:11]=1)[CH3:2].[Si]([O:27][CH2:28][CH:29]1[CH2:33][C:32]([CH2:34]Br)=[CH:31][CH2:30]1)(C(C)(C)C)(C)C>>[OH:27][CH2:28][CH:29]1[CH2:33][C:32]([CH2:34][N:7]2[C:8]([O:9][C:10]3[CH:11]=[C:12]([CH3:17])[CH:13]=[C:14]([CH3:16])[CH:15]=3)=[C:3]([CH2:1][CH3:2])[C:4](=[O:19])[NH:5][C:6]2=[O:18])=[CH:31][CH2:30]1. Procedure: 5-Ethyl-6-(3,5-dimethylphenoxy)-2,4-pyrimidinedione and (4-t-butyldimethylsilyloxymethylcyclopent-1-en-1-yl)methyl bromide were reacted by the same method with example 6 to obtain the titled compound. (52 mg) Reactants: CN1C(N(C=2N=C(N(C2C1=O)CC=C)C#N)CCCCC)=O (1-Methyl-2,6-dioxo-3-pentyl-7-(2-propen-1-yl)-2,3,6,7-tetrahydro-1H-purine-8-carbonitrile), N1CCOCC1 (morpholine), CS(=O)C (DMSO). The reagents and catalysts are C=1C=CC(=CC1)[P](C=2C=CC=CC2)(C=3C=CC=CC3)[Pd]([P](C=4C=CC=CC4)(C=5C=CC=CC5)C=6C=CC=CC6)([P](C=7C=CC=CC7)(C=8C=CC=CC8)C=9C=CC=CC9)[P](C=1C=CC=CC1)(C=1C=CC=CC1)C=1C=CC=CC1 (Tetrakis(triphenylphosphine)palladium). Solvent: C1CCOC1 (THF). Run at time 2.5 hour. The product is CN1C(N(C=2N=C(NC2C1=O)C#N)CCCCC)=O (1-Methyl-2,6-dioxo-3-pentyl-2,3,6,7-tetrahydro-1H-purine-8-carbonitrile). The yield is 17.8%. RXN SMILES: [CH3:1][N:2]1[C:10](=[O:11])[C:9]2[N:8](CC=C)[C:7]([C:15]#[N:16])=[N:6][C:5]=2[N:4]([CH2:17][CH2:18][CH2:19][CH2:20][CH3:21])[C:3]1=[O:22].N1CCOCC1.CS(C)=O>C1COCC1.C1C=CC([P]([Pd]([P](C2C=CC=CC=2)(C2C=CC=CC=2)C2C=CC=CC=2)([P](C2C=CC=CC=2)(C2C=CC=CC=2)C2C=CC=CC=2)[P](C2C=CC=CC=2)(C2C=CC=CC=2)C2C=CC=CC=2)(C2C=CC=CC=2)C2C=CC=CC=2)=CC=1>[CH3:1][N:2]1[C:10](=[O:11])[C:9]2[NH:8][C:7]([C:15]#[N:16])=[N:6][C:5]=2[N:4]([CH2:17][CH2:18][CH2:19][CH2:20][CH3:21])[C:3]1=[O:22] |^1:41,43,62,81|. Reported procedure: 1-Methyl-2,6-dioxo-3-pentyl-7-(2-propen-1-yl)-2,3,6,7-tetrahydro-1H-purine-8-carbonitrile (0.17 g, 0.56 mmol) and morpholine (0.6 ml, 6.7 mmol) were dissolved in THF (5 ml) containing DMSO (0.5 ml). The flask containing the solution was placed under vacuum and the air replaced with nitrogen (×3). Tetrakis(triphenylphosphine)palladium (0) (0.13 g, 0.11 mmol) was added and the solution stirred for 2.5 h. The solution was separated between ethyl acetate (20 ml) and 2N hydrochloric acid (10 ml) and ...